From a dataset of the Open Reaction Database (ORD), a public repository of structured organic reaction records. describe an organic reaction: reactants, conditions, products, and yield Reactants: ClC=1C=NC=C(C1SC1=C(C=C(S1)C(=O)NCC(=O)O)[N+](=O)[O-])Cl (2-(5-((3,5-dichloropyridin-4-yl)thio)-4-nitrothiophene-2-carboxamido)acetic acid), CN1CCC(CC1)N (N-methyl-4-amino-piperidine). The product is ClC=1C=NC=C(C1SC1=C(C=C(S1)C(=O)NCC(=O)NC1CCN(CC1)C)[N+](=O)[O-])Cl (5-((3,5-dichloropyridin-4-yl)thio)-N-(2-((1-methylpiperidin-4-yl)amino)-2-oxoethyl)-4-nitrothiophene-2-carboxamide), solid. Yield: 21.0%. RXN SMILES: [Cl:1][C:2]1[CH:3]=[N:4][CH:5]=[C:6]([Cl:24])[C:7]=1[S:8][C:9]1[S:13][C:12]([C:14]([NH:16][CH2:17][C:18]([OH:20])=O)=[O:15])=[CH:11][C:10]=1[N+:21]([O-:23])=[O:22].[CH3:25][N:26]1[CH2:31][CH2:30][CH:29]([NH2:32])[CH2:28][CH2:27]1>>[Cl:1][C:2]1[CH:3]=[N:4][CH:5]=[C:6]([Cl:24])[C:7]=1[S:8][C:9]1[S:13][C:12]([C:14]([NH:16][CH2:17][C:18]([NH:32][CH:29]2[CH2:30][CH2:31][N:26]([CH3:25])[CH2:27][CH2:28]2)=[O:20])=[O:15])=[CH:11][C:10]=1[N+:21]([O-:23])=[O:22]. Procedure details: Prepared according to the procedure described for example 70 from 2-(5-((3,5-dichloropyridin-4-yl)thio)-4-nitrothiophene-2-carboxamido)acetic acid (120.0 mg, 0.29 mmol) from example 210 and N-methyl-4-amino-piperidine (40.2 mg, 0.35 mmol). The title compound was obtained as a solid (30.0 mg, 21% yield). 1H NMR (400 MHz, d6-DMSO) δ: 9.14 (1H, m), 8.99 (2H, m), 8.48 (1H, s), 7.90 (1H, m), 3.77 (2H, m), 3.48 (1H, m), 2.69 (2H, m), 2.15 (3H, s), 1.92 (2H, m), 1.67 (2H, m), 1.44 (2H, m). MS m/z: 502....